From a dataset of the Open Reaction Database (ORD), a public repository of structured organic reaction records. describe an organic reaction: reactants, conditions, products, and yield Reactants: N#Cc1ccc(Oc2cccc(F)c2)c(C(=O)O)c1, Cl, COC(=O)c1ccc(C(C)N)cc1. The product is COC(=O)c1ccc(C(C)NC(=O)c2cc(C#N)ccc2Oc2cccc(F)c2)cc1. RXN SMILES: [C:1](#[N:2])[c:3]1[cH:4][cH:5][c:6]([O:12][c:13]2[cH:14][c:15]([F:19])[cH:16][cH:17][cH:18]2)[c:7]([C:8](=[O:9])[OH:10])[cH:11]1.[ClH:20].[NH2:21][CH:22]([CH3:23])[c:24]1[cH:25][cH:26][c:27]([C:28](=[O:29])[O:30][CH3:31])[cH:32][cH:33]1>>[C:1](#[N:2])[c:3]1[cH:4][cH:5][c:6]([O:12][c:13]2[cH:14][c:15]([F:19])[cH:16][cH:17][cH:18]2)[c:7]([C:8](=[O:10])[NH:21][CH:22]([CH3:23])[c:24]2[cH:25][cH:26][c:27]([C:28](=[O:29])[O:30][CH3:31])[cH:32][cH:33]2)[cH:11]1. Reactants: CCO, CCOC(=O)N1CCC(Oc2ccc(Cl)cc2)C(c2ccccc2)C1, [Na+], [OH-]. Yields the product Clc1ccc(OC2CCNCC2c2ccccc2)cc1. RXN SMILES: [CH3:28][CH2:29][OH:30].[Cl:1][c:2]1[cH:3][cH:4][c:5]([O:6][CH:7]2[CH:8]([c:18]3[cH:19][cH:20][cH:21][cH:22][cH:23]3)[CH2:9][N:10]([C:13]([O:14][CH2:15][CH3:16])=[O:17])[CH2:11][CH2:12]2)[cH:24][cH:25]1.[Na+:27].[OH-:26]>>[Cl:1][c:2]1[cH:3][cH:4][c:5]([O:6][CH:7]2[CH:8]([c:18]3[cH:19][cH:20][cH:21][cH:22][cH:23]3)[CH2:9][NH:10][CH2:11][CH2:12]2)[cH:24][cH:25]1. Starting materials: FC(C(=O)N1[C@@H]2CC3=C([C@](CC1)(C2(C)C)C)C=CC(=C3OC)[N+](=O)[O-])(F)F (2,2,2-Trifluoro-1-[(2R,6S)-10-methoxy-6,11,11-trimethyl-9-nitro-1,2,5,6-tetrahydro-4H-2,6-methano-benzo[d]azocin-3-yl]-ethanone), C(C1=CC=CC=C1)N (benzylamine). Conditions: temperature 70 celsius, time 8 hour. The product is C(C1=CC=CC=C1)NC1=C(C=CC2=C1C[C@H]1N(CC[C@@]2(C1(C)C)C)C(C(F)(F)F)=O)[N+](=O)[O-] (1-[(2R,6S)-10-Benzylamino-6,11,11-trimethyl-9-nitro-1,2,5,6-tetrahydro-4H-2,6-methano-benzo[d]azocin-3-yl]-2,2,2-trifluoro-ethanone). RXN SMILES: [F:1][C:2]([F:27])([F:26])[C:3]([N:5]1[CH2:12][CH2:11][C@:10]2([CH3:16])[C:13]([CH3:15])([CH3:14])[C@H:6]1[CH2:7][C:8]1[C:20](OC)=[C:19]([N+:23]([O-:25])=[O:24])[CH:18]=[CH:17][C:9]=12)=[O:4].[CH2:28]([NH2:35])[C:29]1[CH:34]=[CH:33][CH:32]=[CH:31][CH:30]=1>>[CH2:28]([NH:35][C:20]1[C:8]2[CH2:7][C@@H:6]3[C:13]([CH3:14])([CH3:15])[C@:10]([CH3:16])([C:9]=2[CH:17]=[CH:18][C:19]=1[N+:23]([O-:25])=[O:24])[CH2:11][CH2:12][N:5]3[C:3](=[O:4])[C:2]([F:1])([F:26])[F:27])[C:29]1[CH:34]=[CH:33][CH:32]=[CH:31][CH:30]=1. Reported procedure: 2,2,2-Trifluoro-1-[(2R,6S)-10-methoxy-6,11,11-trimethyl-9-nitro-1,2,5,6-tetrahydro-4H-2,6-methano-benzo[d]azocin-3-yl]-ethanone (0.41 g) is combined with benzylamine (0.7 mL) and the resulting mixture is stirred at 70° C. overnight. After cooling to room temperature, the mixture is purified by HPLC on reversed phase (MeCN/H2O/F3CCO2H) to give the product as an oil. Starting materials: O=C(O)c1cnc(Nc2cccc(Br)c2)nc1C(F)(F)F, NCC1CC1. Product: O=C(NCC1CC1)c1cnc(Nc2cccc(Br)c2)nc1C(F)(F)F. As a reaction SMILES: [Br:1][c:2]1[cH:3][c:4]([NH:8][c:9]2[n:10][cH:11][c:12]([C:19](=[O:20])[OH:21])[c:13]([C:15]([F:16])([F:17])[F:18])[n:14]2)[cH:5][cH:6][cH:7]1.[CH:22]1([CH2:25][NH2:26])[CH2:23][CH2:24]1>>[Br:1][c:2]1[cH:3][c:4]([NH:8][c:9]2[n:10][cH:11][c:12]([C:19](=[O:21])[NH:26][CH2:25][CH:22]3[CH2:23][CH2:24]3)[c:13]([C:15]([F:16])([F:17])[F:18])[n:14]2)[cH:5][cH:6][cH:7]1. Reactants: ClC=1C=CC(=C(C1)C1=CC(N(C=C1OC)C(C(=O)OC(C)(C)C)CC(C)F)=O)C#N (tert-butyl 2-[4-(5-chloro-2-cyanophenyl)-5-methoxy-2-oxopyridin-1(2H)-yl]-4-fluoropentanoate), C(=O)(C(F)(F)F)O (TFA). Yields the product ClC=1C=CC(=C(C1)C1=CC(N(C=C1OC)C(C(=O)O)CC(C)F)=O)C#N (2-[4-(5-Chloro-2-cyanophenyl)-5-methoxy-2-oxopyridin-1(2H)-yl]-4-fluoropentanoic acid). As a reaction SMILES: [Cl:1][C:2]1[CH:3]=[CH:4][C:5]([C:29]#[N:30])=[C:6]([C:8]2[C:13]([O:14][CH3:15])=[CH:12][N:11]([CH:16]([CH2:24][CH:25]([F:27])[CH3:26])[C:17]([O:19]C(C)(C)C)=[O:18])[C:10](=[O:28])[CH:9]=2)[CH:7]=1.C(O)(C(F)(F)F)=O>>[Cl:1][C:2]1[CH:3]=[CH:4][C:5]([C:29]#[N:30])=[C:6]([C:8]2[C:13]([O:14][CH3:15])=[CH:12][N:11]([CH:16]([CH2:24][CH:25]([F:27])[CH3:26])[C:17]([OH:19])=[O:18])[C:10](=[O:28])[CH:9]=2)[CH:7]=1. Procedure: 270 mg (0.59 mmol) of tert-butyl 2-[4-(5-chloro-2-cyanophenyl)-5-methoxy-2-oxopyridin-1(2H)-yl]-4-fluoropentanoate (mixture of racemic diastereomers) were hydrolysed with TFA according to General Method 6A. Yield: 222 mg (purity 85%, 84% of theory) Reactants: ClC=1OC(=CC(C1)=O)N1CCOCC1 (2-Chloro-6-morpholin-4-yl-pyran-4-one), N#N (N2), CC1(OB(OC1(C)C)C1=CC=CC=2C(CC3=C(SC21)C=CC=C3)=O)C (6-(4,4,5,5-Tetramethyl-[1,3,2]dioxaborolan-2-yl)-11H-dibenzo[b,f]thiepin-10-one), C([O-])([O-])=O.[K+].[K+] (potassium carbonate). Reagents/catalysts: C=1C=CC(=CC1)[P](C=2C=CC=CC2)(C=3C=CC=CC3)[Pd]([P](C=4C=CC=CC4)(C=5C=CC=CC5)C=6C=CC=CC6)([P](C=7C=CC=CC7)(C=8C=CC=CC8)C=9C=CC=CC9)[P](C=1C=CC=CC1)(C=1C=CC=CC1)C=1C=CC=CC1 (Pd(PPh3)4). The solvent is O1CCOCC1 (1,4-dioxane). Run at temperature 90 celsius. Yields the product N1(CCOCC1)C=1OC(=CC(C1)=O)C1=CC=CC2=C1SC1=C(CC2=O)C=CC=C1 (2-Morpholin-4-yl-6-(11-oxo-10,11-dihydro-dibenzo[b,f]thiepin-4-yl)-pyran-4-one). The yield is 29.6%. As a reaction SMILES: Cl[C:2]1[O:3][C:4]([N:9]2[CH2:14][CH2:13][O:12][CH2:11][CH2:10]2)=[CH:5][C:6](=[O:8])[CH:7]=1.CC1(C)C(C)(C)OB([C:23]2[C:33]3[S:32][C:31]4[CH:34]=[CH:35][CH:36]=[CH:37][C:30]=4[CH2:29][C:28](=[O:38])[C:27]=3[CH:26]=[CH:25][CH:24]=2)O1.C(=O)([O-])[O-].[K+].[K+].N#N>O1CCOCC1.C1C=CC([P]([Pd]([P](C2C=CC=CC=2)(C2C=CC=CC=2)C2C=CC=CC=2)([P](C2C=CC=CC=2)(C2C=CC=CC=2)C2C=CC=CC=2)[P](C2C=CC=CC=2)(C2C=CC=CC=2)C2C=CC=CC=2)(C2C=CC=CC=2)C2C=CC=CC=2)=CC=1>[N:9]1([C:4]2[O:3][C:2]([C:23]3[C:33]4[S:32][C:31]5[CH:34]=[CH:35][CH:36]=[CH:37][C:30]=5[CH2:29][C:28](=[O:38])[C:27]=4[CH:26]=[CH:25][CH:24]=3)=[CH:7][C:6](=[O:8])[CH:5]=2)[CH2:14][CH2:13][O:12][CH2:11][CH2:10]1 |f:2.3.4,^1:57,59,78,97|. Reported procedure: 2-Chloro-6-morpholin-4-yl-pyran-4-one (3)(215 mg, 1 mmol), 6-(4,4,5,5-Tetramethyl-[1,3,2]dioxaborolan-2-yl)-11H-dibenzo[b,f]thiepin-10-one (352 mg, 1 mmol), and ground potassium carbonate (276 mg, 2 mmol) were suspended in 1,4-dioxane (10 ml) and degassed for 5 minutes. Pd(PPh3)4 (57 mg, 0.05 mmol) was then added and the reaction mixture was then heated at 90° C. for 4hours under a vigorous stirring and a N2 atmosphere. The solvent was removed in vaccuo and the residue was then suspended in wate... Starting materials: CC(C)(C)[Si](C)(C)OS(=O)(=O)C(F)(F)F, Nc1c(O)cc(Cl)cc1C(=O)C(F)(F)F, CN(C)C=O, c1c[nH]cn1. Product: CC(C)(C)[Si](C)(C)Oc1cc(Cl)cc(C(=O)C(F)(F)F)c1N. Reaction SMILES: [F:21][C:22]([F:23])([F:24])[S:25]([O:26][Si:27]([CH3:28])([CH3:29])[C:30]([CH3:31])([CH3:32])[CH3:33])(=[O:34])=[O:35].[NH2:1][c:2]1[c:3]([C:10]([C:11]([F:12])([F:13])[F:14])=[O:15])[cH:4][c:5]([Cl:9])[cH:6][c:7]1[OH:8].[O:36]=[CH:37][N:38]([CH3:39])[CH3:40].[nH:16]1[cH:17][cH:18][n:19][cH:20]1>>[NH2:1][c:2]1[c:3]([C:10]([C:11]([F:12])([F:13])[F:14])=[O:15])[cH:4][c:5]([Cl:9])[cH:6][c:7]1[O:8][Si:27]([CH3:28])([CH3:29])[C:30]([CH3:31])([CH3:32])[CH3:33]. Starting materials: CCCCCCN, Cc1ccccc1, CC(C)(C)[O-], [Na+]. Yields the product CCCCCCNc1ccccc1C. RXN SMILES: [CH2:1]([CH2:2][CH2:3][CH2:4][CH2:5][CH3:6])[NH2:7].[CH3:14][c:15]1[cH:16][cH:17][cH:18][cH:19][cH:20]1.[CH3:8][C:9]([CH3:10])([O-:11])[CH3:12].[Na+:13]>>[CH2:1]([CH2:2][CH2:3][CH2:4][CH2:5][CH3:6])[NH:7][c:16]1[c:15]([CH3:14])[cH:20][cH:19][cH:18][cH:17]1. Product: CC(=O)Oc1cccc(CC(=O)Cl)c1. Reactants: CC(=O)Oc1cccc(CC(=O)O)c1, O=S(Cl)Cl. Reaction SMILES: [C:1]([CH3:2])(=[O:3])[O:4][c:5]1[cH:6][c:7]([CH2:11][C:12](=[O:13])[OH:14])[cH:8][cH:9][cH:10]1.[S:15]([Cl:16])([Cl:17])=[O:18]>>[C:1]([CH3:2])(=[O:3])[O:4][c:5]1[cH:6][c:7]([CH2:11][C:12](=[O:14])[Cl:17])[cH:8][cH:9][cH:10]1.